Dataset: the Open Reaction Database (ORD), a public repository of structured organic reaction records. Task: describe an organic reaction: reactants, conditions, products, and yield Starting materials: CNCCO, O=C(CCl)N1CCc2ccccc2C1. Yields the product CN(CCO)CC(=O)N1CCc2ccccc2C1. As a reaction SMILES: [CH3:15][NH:16][CH2:17][CH2:18][OH:19].[Cl:1][CH2:2][C:3](=[O:4])[N:5]1[CH2:6][c:7]2[cH:8][cH:9][cH:10][cH:11][c:12]2[CH2:13][CH2:14]1>>[CH2:2]([C:3](=[O:4])[N:5]1[CH2:6][c:7]2[cH:8][cH:9][cH:10][cH:11][c:12]2[CH2:13][CH2:14]1)[N:16]([CH3:15])[CH2:17][CH2:18][OH:19]. Starting materials: CON=C(C(=O)OC)c1cccc(O)c1, Cl, [Na+], [OH-], O, c1ccccc1. Yields the product CON=C(C(=O)O)c1cccc(O)c1. RXN SMILES: [CH3:3][O:4][N:5]=[C:6]([C:7](=[O:8])[O:9][CH3:10])[c:11]1[cH:12][c:13]([OH:17])[cH:14][cH:15][cH:16]1.[ClH:18].[Na+:2].[OH-:1].[OH2:25].[cH:19]1[cH:20][cH:21][cH:22][cH:23][cH:24]1>>[CH3:3][O:4][N:5]=[C:6]([C:7](=[O:8])[OH:9])[c:11]1[cH:12][c:13]([OH:17])[cH:14][cH:15][cH:16]1. Starting materials: C=CCN, Cc1c(C(=O)O)ccc(S(C)(=O)=O)c1F, O, O=S(=O)(O)O. Yields the product C=CCNc1c(S(C)(=O)=O)ccc(C(=O)O)c1C. Reaction SMILES: [CH2:16]([CH:17]=[CH2:18])[NH2:19].[F:1][c:2]1[c:3]([CH3:15])[c:4]([C:5](=[O:6])[OH:7])[cH:8][cH:9][c:10]1[S:11](=[O:12])(=[O:13])[CH3:14].[OH2:25].[S:20](=[O:21])(=[O:22])([OH:23])[OH:24]>>[c:2]1([NH:19][CH2:16][CH:17]=[CH2:18])[c:3]([CH3:15])[c:4]([C:5](=[O:6])[OH:7])[cH:8][cH:9][c:10]1[S:11](=[O:12])(=[O:13])[CH3:14]. Reactants: CC(C)(C)O, CCOC(C)=O, N#Cc1n[nH]c2nc(-c3ccc(F)cc3)c(-c3ccncc3)c(-c3ccc(F)cc3)c12, [K+], [OH-], O. Yields the product NC(=O)c1n[nH]c2nc(-c3ccc(F)cc3)c(-c3ccncc3)c(-c3ccc(F)cc3)c12. RXN SMILES: [C:41]([OH:42])([CH3:43])([CH3:44])[CH3:45].[CH3:35][CH2:36][O:37][C:38]([CH3:39])=[O:40].[F:3][c:4]1[cH:5][cH:6][c:7](-[c:10]2[c:11]3[c:12]([n:13][c:14](-[c:22]4[cH:23][cH:24][c:25]([F:28])[cH:26][cH:27]4)[c:15]2-[c:16]2[cH:17][cH:18][n:19][cH:20][cH:21]2)[nH:29][n:30][c:31]3[C:32]#[N:33])[cH:8][cH:9]1.[K+:2].[OH-:1].[OH2:34]>>[F:3][c:4]1[cH:5][cH:6][c:7](-[c:10]2[c:11]3[c:12]([n:13][c:14](-[c:22]4[cH:23][cH:24][c:25]([F:28])[cH:26][cH:27]4)[c:15]2-[c:16]2[cH:17][cH:18][n:19][cH:20][cH:21]2)[nH:29][n:30][c:31]3[C:32]([NH2:33])=[O:37])[cH:8][cH:9]1. The reactants are ketal alcohol, [H-].[H-].[H-].[H-].[Li+].[Al+3] (LiAlH4), [O-]S(=O)(=O)[O-].[Na+].[Na+] (Na2SO4), COC1=CC=C(C=C1)CCC1(CC(=O)OCC)OCCO1 (ethyl 5-(4-methoxyphenyl)-3,3-ethylenedioxypentanoate), [H-].[H-].[H-].[H-].[Li+].[Al+3] (LiAlH4). The solvent is O1CCCC1 (tetrahydrofuran), O1CCCC1 (tetrahydrofuran). Conditions: time 30 minute. The product is C1OC(CCO)(CCC2=CC=C(C=C2)OC)OC1 (3,3-Ethylenedioxy-5-(4-methoxyphenyl)-1-pentanol). As a reaction SMILES: [H-].[H-].[H-].[H-].[Li+].[Al+3].[CH3:7][O:8][C:9]1[CH:14]=[CH:13][C:12]([CH2:15][CH2:16][C:17]2([O:27][CH2:26][CH2:25][O:24]2)[CH2:18][C:19](OCC)=[O:20])=[CH:11][CH:10]=1.[O-]S([O-])(=O)=O.[Na+].[Na+]>O1CCCC1>[CH2:26]1[CH2:25][O:24][C:17]([CH2:16][CH2:15][C:12]2[CH:13]=[CH:14][C:9]([O:8][CH3:7])=[CH:10][CH:11]=2)([CH2:18][CH2:19][OH:20])[O:27]1 |f:0.1.2.3.4.5,7.8.9|. Procedure: Into a 2 l. 3-necked r.b. flask equipped with mechanical stirrer, reflux condenser, and heating mantle was added 18 g. (0.474 mole) of LiAlH4 and 500 ml. of dry tetrahydrofuran at such a rate as to control vigorous reflux of reaction solution. 97 g. (0.33 mole) of ethyl 5-(4-methoxyphenyl)-3,3-ethylenedioxypentanoate in 100 ml. of dry tetrahydrofuran and added dropwise over a period of 40 minutes. The reaction mixture was stirred at room temperature for 30 minutes and refluxed for 2 hrs. Excess ... The reactants are Brc1ccccc1-c1nnn[nH]1, O=C([O-])[O-], O=C(CCl)N1CCN(c2ccc(Cl)cc2)CC1, [K+], [K+], CN(C)C=O. The product is O=C(Cn1nnnc1-c1ccccc1Br)N1CCN(c2ccc(Cl)cc2)CC1. As a reaction SMILES: [Br:1][c:2]1[c:3](-[c:8]2[n:9][n:10][n:11][nH:12]2)[cH:4][cH:5][cH:6][cH:7]1.[C:13](=[O:14])([O-:15])[O-:16].[Cl:19][CH2:20][C:21](=[O:22])[N:23]1[CH2:24][CH2:25][N:26]([c:29]2[cH:30][cH:31][c:32]([Cl:35])[cH:33][cH:34]2)[CH2:27][CH2:28]1.[K+:17].[K+:18].[O:36]=[CH:37][N:38]([CH3:39])[CH3:40]>>[Br:1][c:2]1[c:3](-[c:8]2[n:9][n:10][n:11][n:12]2[CH2:20][C:21](=[O:22])[N:23]2[CH2:24][CH2:25][N:26]([c:29]3[cH:30][cH:31][c:32]([Cl:35])[cH:33][cH:34]3)[CH2:27][CH2:28]2)[cH:4][cH:5][cH:6][cH:7]1. Reactants: C[C@@]12C(CC[C@H]1[C@@H]1CCC3=CC(CC[C@]3(C)[C@H]1CC2)=O)=O (androst-4-ene-3,17-dione), C(C)(=O)OC(C)=O (acetic anhydride). Yields the product C(C)(=O)OC1=CC2=CC[C@H]3[C@@H]4CCC([C@@]4(C)CC[C@@H]3[C@]2(CC1)C)=O (3-acetoxyandrost-3,5-diene-17-one). RXN SMILES: [CH3:1][C@:2]12[CH2:19][CH2:18][C@H:17]3[C@@H:7]([CH2:8][CH2:9][C:10]4[C@:15]3([CH3:16])[CH2:14][CH2:13][C:12](=[O:20])[CH:11]=4)[C@@H:6]1[CH2:5][CH2:4][C:3]2=[O:21].[C:22](OC(=O)C)(=[O:24])[CH3:23]>>[C:22]([O:20][C:12]1[CH2:13][CH2:14][C@@:15]2([CH3:16])[C:10](=[CH:9][CH2:8][C@@H:7]3[C@@H:17]2[CH2:18][CH2:19][C@@:2]2([CH3:1])[C@H:6]3[CH2:5][CH2:4][C:3]2=[O:21])[CH:11]=1)(=[O:24])[CH3:23]. Reported procedure: reaction of androst-4-ene-3,17-dione with acetic anhydride to produce 3-acetoxyandrost-3,5-diene-17-one, Reactants: CC(=O)[O-], CC(=O)[O-], CCCC[Sn+2]CCCC, CN=C=O, CCSc1nsc(N)c1C#N, C1CCOC1. Yields the product CCSc1nsc(NC(=O)NC)c1C#N. RXN SMILES: [C:16]([O-:17])(=[O:18])[CH3:19].[C:20]([O-:21])(=[O:22])[CH3:23].[CH2:24]([Sn+2:25][CH2:26][CH2:27][CH2:28][CH3:29])[CH2:30][CH2:31][CH3:32].[CH3:12][N:13]=[C:14]=[O:15].[NH2:1][c:2]1[c:3]([C:10]#[N:11])[c:4]([S:7][CH2:8][CH3:9])[n:5][s:6]1.[O:33]1[CH2:34][CH2:35][CH2:36][CH2:37]1>>[NH:1]([c:2]1[c:3]([C:10]#[N:11])[c:4]([S:7][CH2:8][CH3:9])[n:5][s:6]1)[C:14]([NH:13][CH3:12])=[O:15]. The product is IC1=NC=C(C=C1OCC1=CC=CC=C1)C (2-iodo-3-benzyloxy-5-methylpyridine). Starting materials: [Na] (sodium), C(C1=CC=CC=C1)Cl (Benzyl chloride), IC1=NC=C(C=C1O)C (2-Iodo-3-hydroxy-5-methylpyridine), [O-]CC.[Na+] (sodium ethoxide). Procedure details: 2-Iodo-3-hydroxy-5-methylpyridine (13.5 g, 57.4 m.mole) was added to a solution of sodium ethoxide (57.4 m.mole, prepared freshly from sodium and dry ethanol (100 ml). Dry dimethyl sulfoxide (250 ml) was added, and the ethanol was removed by distillation under reduced pressure. Benzyl chloride (7.27 g, 57.4 mole) was added portionwise with cooling and then the mixture was heated at 90°-100° for 15 hours. The dimethyl sulfoxide was boiled off under reduced pressure, water was added (100 ml) and t... The yield is 94.0%. Solvent: CO.O (methanol water), C(C)O (ethanol), O (water), CS(=O)C (dimethyl sulfoxide), CS(=O)C (dimethyl sulfoxide), O (water). As a reaction SMILES: [I:1][C:2]1[C:7]([OH:8])=[CH:6][C:5]([CH3:9])=[CH:4][N:3]=1.[O-]CC.[Na+].[Na].[CH2:15](Cl)[C:16]1[CH:21]=[CH:20][CH:19]=[CH:18][CH:17]=1>O.CO.O.CS(C)=O.C(O)C>[I:1][C:2]1[C:7]([O:8][CH2:15][C:16]2[CH:21]=[CH:20][CH:19]=[CH:18][CH:17]=2)=[CH:6][C:5]([CH3:9])=[CH:4][N:3]=1 |f:1.2,6.7,^1:13|.